From a dataset of the Open Reaction Database (ORD), a public repository of structured organic reaction records. describe an organic reaction: reactants, conditions, products, and yield Starting materials: C(C)(=O)OCC (ethyl acetate), C(=O)(O)[O-].[Na+] (NaHCO3), COC(CCO)(C)C (3-methoxy-3-methylbutane-1-ol), TEA, FC1=C(C(=C(C(=C1S(=O)(=O)Cl)F)F)F)F (pentafluorobenzenesulfonyl chloride). Run in hexanes, C(Cl)Cl (CH2Cl2). Run at time 2 hour. The product is FC1=C(C(=C(C(=C1F)F)F)F)S(=O)(=O)OCCC(C)(C)OC (3-Methoxy-3-methylbutyl 2,3,4,5,6-pentafluorobenzenesulfonate). Yield: 163.0%. Reaction SMILES: [CH3:1][O:2][C:3]([CH3:8])([CH3:7])[CH2:4][CH2:5][OH:6].[F:9][C:10]1[C:15]([S:16](Cl)(=[O:18])=[O:17])=[C:14]([F:20])[C:13]([F:21])=[C:12]([F:22])[C:11]=1[F:23].C([O-])(O)=O.[Na+].C(OCC)(=O)C>C(Cl)Cl>[F:9][C:10]1[C:11]([F:23])=[C:12]([F:22])[C:13]([F:21])=[C:14]([F:20])[C:15]=1[S:16]([O:6][CH2:5][CH2:4][C:3]([O:2][CH3:1])([CH3:8])[CH3:7])(=[O:18])=[O:17] |f:2.3|. Reported procedure: To a solution of 3-methoxy-3-methylbutane-1-ol (1.07 g, 9 mmol) and TEA (0.61 g, 6 mmol) in CH2Cl2 (12 mL) was added pentafluorobenzenesulfonyl chloride (0.99 g, 3.7 mmol). The solution was stirred at rt for 2 h. Saturated aqueous NaHCO3 (12 mL) was added to the solution and the mixture was stirred at rt for 30 min. The organics were extracted with CH2Cl2 (75 mL) and washed with 1 M HCl (2×25 mL), saturated aqueous NaHCO3 (1×25 mL) and saturated aqueous NaCl (1×25 mL). The organics were dried ov... The reactants are C(C)(C)(C)OC(=O)C=1OC2=C(C1C)C(=CC=C2)C2=CC=CC=C2 (3-Methyl-4-phenyl-benzofuran-2-carboxylic acid tert-butyl ester). Solvent: C(=O)(C(F)(F)F)O.ClCCl (TFA dichloromethane). Reaction conditions: time 3 hour. The product is CC1=C(OC2=C1C(=CC=C2)C2=CC=CC=C2)C(=O)O (3-methyl-4-phenyl-benzofuran-2-carboxylic acid). As a reaction SMILES: C([O:5][C:6]([C:8]1[O:9][C:10]2[CH:17]=[CH:16][CH:15]=[C:14]([C:18]3[CH:23]=[CH:22][CH:21]=[CH:20][CH:19]=3)[C:11]=2[C:12]=1[CH3:13])=[O:7])(C)(C)C>C(O)(C(F)(F)F)=O.ClCCl>[CH3:13][C:12]1[C:11]2[C:14]([C:18]3[CH:23]=[CH:22][CH:21]=[CH:20][CH:19]=3)=[CH:15][CH:16]=[CH:17][C:10]=2[O:9][C:8]=1[C:6]([OH:7])=[O:5] |f:1.2|. Reported procedure: 3-Methyl-4-phenyl-benzofuran-2-carboxylic acid tert-butyl ester was dissolved in 2 mL of TFA/dichloromethane (1:1). The solution was stirred at room temperature for 3 h. The solvents were removed under vacuum and the residue was triturated with ether. Filtration gave 66 mg of 3-methyl-4-phenyl-benzofuran-2-carboxylic acid as white solid. The reactants are FC1=C(C=CC(=C1)F)C(CN1N=CN=C1)(C(C)C1=[N+](C=CC=C1)[O-])O (2-(2,4-Difluorophenyl)-3-(1-oxidopyridin-2-yl)-1-(1H-1,2,4-triazol-1-yl)butan-2-ol), CN(C(=O)Cl)C (N,N-dimethylcarbamoyl chloride), C[Si](C)(C)C#N (trimethylsilyl cyanide). Run in ClCCl (dichloromethane). Reaction conditions: time 7 day. Product: FC1=C(C=CC(=C1)F)C(CN1N=CN=C1)(C(C)C1=NC(=CC=C1)C#N)O (2-(2,4-Difluorophenyl)-3-(6-cyanopyridin-2-yl)-1-(1H-1,2,4-triazol-1-yl)butan-2-ol), hydrochloride salt. RXN SMILES: [F:1][C:2]1[CH:7]=[C:6]([F:8])[CH:5]=[CH:4][C:3]=1[C:9]([OH:25])([CH:16]([C:18]1[CH:23]=[CH:22][CH:21]=[CH:20][N+:19]=1[O-])[CH3:17])[CH2:10][N:11]1[CH:15]=[N:14][CH:13]=[N:12]1.[CH3:26][N:27](C)C(Cl)=O.C[Si](C#N)(C)C>ClCCl>[F:1][C:2]1[CH:7]=[C:6]([F:8])[CH:5]=[CH:4][C:3]=1[C:9]([OH:25])([CH:16]([C:18]1[CH:23]=[CH:22][CH:21]=[C:20]([C:26]#[N:27])[N:19]=1)[CH3:17])[CH2:10][N:11]1[CH:15]=[N:14][CH:13]=[N:12]1. Reported procedure: A mixture of the product of part (i) (0.90 g), N,N-dimethylcarbamoyl chloride (0.80 g) and trimethylsilyl cyanide (0.80 g) in dichloromethane (10 ml) was stirred at room temperature for 7 days and the resulting solution was evaporated. The residue was treated with 5N hydrochloric acid (10 ml) and the mixture was agitated in an ultrasonic bath for 0.05 hour to give a clear solution. A solid formed on standing which was filtered off, washed with acetone followed by ether, and dried to give the tit... Solvent: ClCCl (dichloromethane), ClCCl (dichloromethane), C(C)(=O)OCC (ethyl acetate). Procedure details: Aluminum chloride (1.7 g, 12.75 mmol) in dichloromethane (100 mL) was added to the 3,4-dimethoxybenzoyl chloride (2.0 g, 10 mmol) at room temperature, followed by a solution of 2,4-dimethylpyrrole (1.5 g, 15.8 mmol) in dichloromethane (5 mL). The mixture was then stirred at room temperature for overnight. The reaction was diluted with ethyl acetate, washed with brine, dried and concentrated. The residue was chromatographed eluting with ethyl acetate and hexane to give 1 g (39%) of (3,4-dimethoxy... Conditions: time 8 hour. Reaction SMILES: [Cl-].[Al+3].[Cl-].[Cl-].[CH3:5][O:6][C:7]1[CH:8]=[C:9]([CH:13]=[CH:14][C:15]=1[O:16][CH3:17])[C:10](Cl)=[O:11].[CH3:18][C:19]1[NH:20][CH:21]=[C:22]([CH3:24])[CH:23]=1>ClCCl.C(OCC)(=O)C>[CH3:5][O:6][C:7]1[CH:8]=[C:9]([C:10]([C:21]2[NH:20][C:19]([CH3:18])=[CH:23][C:22]=2[CH3:24])=[O:11])[CH:13]=[CH:14][C:15]=1[O:16][CH3:17] |f:0.1.2.3|. The product is COC=1C=C(C=CC1OC)C(=O)C=1NC(=CC1C)C ((3,4-dimethoxy-phenyl)-(3,5-dimethyl-1H-pyrrol-2-yl)-methanone). The reactants are [Cl-].[Al+3].[Cl-].[Cl-] (Aluminum chloride), COC=1C=C(C(=O)Cl)C=CC1OC (3,4-dimethoxybenzoyl chloride), CC=1NC=C(C1)C (2,4-dimethylpyrrole). The yield is 38.6%. Reactants: C(#N)C(=CNC(N1C(NCC1)=O)=N)C(N(C1=CC(=CC=C1)C(F)(F)F)CCCC)=O (1-cyano-1-[N-butyl-N-(3-trifluoromethylphenyl)carbamoyl]-2-[imino(2-oxo-1-imidazolidinyl)methylamino]ethene), O.C1(=CC=C(C=C1)S(=O)(=O)O)C (p-toluenesulfonic acid monohydrate). Solvent: C(C)(=O)O (acetic acid). Conditions: time 2 hour. The product is CN(C(=O)C=1C(=NC(=NC1)N1C(NC(C1)C=C)=O)N)C1=CC(=CC=C1)C(F)(F)F (4-amino-2-(4-vinyl-2-oxo-1-imidazolidinyl)pyrimidine-5-carboxylic acid N-methyl-N-(3-trifluoromethylphenyl)amide). The yield is 90.5%. Reaction SMILES: [C:1]([C:3]([C:14](=[O:30])[N:15]([CH2:26]CCC)[C:16]1[CH:21]=[CH:20][CH:19]=[C:18]([C:22]([F:25])([F:24])[F:23])[CH:17]=1)=[CH:4][NH:5][C:6](=[NH:13])[N:7]1[CH2:11][CH2:10][NH:9][C:8]1=[O:12])#[N:2].O.[C:32]1(C)C=CC(S(O)(=O)=O)=C[CH:33]=1>C(O)(=O)C>[CH3:26][N:15]([C:16]1[CH:21]=[CH:20][CH:19]=[C:18]([C:22]([F:24])([F:23])[F:25])[CH:17]=1)[C:14]([C:3]1[C:1]([NH2:2])=[N:13][C:6]([N:7]2[CH2:11][CH:10]([CH:32]=[CH2:33])[NH:9][C:8]2=[O:12])=[N:5][CH:4]=1)=[O:30] |f:1.2|. Procedure: A mixture of 2.84 g (7 mmol) of the same compound II as in Example 70, 1.05 g of p-toluenesulfonic acid monohydrate and 5 ml of glacial acetic acid was stirred at 70° for 2 hours and then worked up as. in Example 5. 2.03 g (=71.5% yield) of pure 4-amino-2-(4-vinyl-2-oxo-1-imidazolidinyl)pyrimidine-5-carboxylic acid N-methyl-N-(3-trifluoromethylphenyl)amide were obtained, melting point 203°-204°. The reactants are [OH-].[Na+] (sodium hydroxide), COC(=O)C=1C(=NN2C1C=CC(=C2)C(F)(F)F)C2=CC(=CC=C2)F (2-(3-fluoro-phenyl)-6-trifluoromethyl-pyrazolo[1,5-a]pyridine-3-carboxylic acid methyl ester), Cl (hydrochloric acid). Solvent: C(C)O (ethanol). Product: FC=1C=C(C=CC1)C1=NN2C(C=CC(=C2)C(F)(F)F)=C1C(=O)O (2-(3-Fluoro-phenyl)-6-trifluoromethyl-pyrazolo[1,5-a]pyridine-3-carboxylic acid). Yield: 93.8%. As a reaction SMILES: C[O:2][C:3]([C:5]1[C:6]([C:18]2[CH:23]=[CH:22][CH:21]=[C:20]([F:24])[CH:19]=2)=[N:7][N:8]2[CH:13]=[C:12]([C:14]([F:17])([F:16])[F:15])[CH:11]=[CH:10][C:9]=12)=[O:4].[OH-].[Na+].Cl>C(O)C>[F:24][C:20]1[CH:19]=[C:18]([C:6]2[C:5]([C:3]([OH:4])=[O:2])=[C:9]3[CH:10]=[CH:11][C:12]([C:14]([F:16])([F:15])[F:17])=[CH:13][N:8]3[N:7]=2)[CH:23]=[CH:22][CH:21]=1 |f:1.2|. Reported procedure: To a suspension of 2-(3-fluoro-phenyl)-6-trifluoromethyl-pyrazolo[1,5-a]pyridine-3-carboxylic acid methyl ester (448 mg) in ethanol (10 ml) was added 2N sodium hydroxide and heated at reflux for 3 h. The cooled reaction mixture was acidified with 2N hydrochloric acid and the resulting solid isolated by filtration and dried in vacuo at 60° to give the title compound as an off-white solid (403 mg, 93%).